Dataset: the Open Reaction Database (ORD), a public repository of structured organic reaction records. Task: describe an organic reaction: reactants, conditions, products, and yield Starting materials: C1(=CC=CC=C1)CC(=O)NC1C2CCOC(N2C1=O)(C)C (7-phenylacetamido-8-oxo-2,2-dimethyl-3-oxa-1-azabicyclo[4.2.0]octane), N(=[N+]=[N-])C1C2CCOC(N2C1=O)(C)C (7-azido-8-oxo-2,2-dimethyl-3-oxa-1-azabicyclo[4.2.0]octane). Reaction SMILES: C1(CC(NC2C(=O)N3C2CCOC3(C)C)=O)C=CC=CC=1.[N:22]([CH:25]1[C:32](=[O:33])[N:31]2[CH:26]1[CH2:27][CH2:28][O:29]C2(C)C)=[N+:23]=[N-:24]>>[N:22]([CH:25]1[CH:26]([CH2:27][CH2:28][OH:29])[NH:31][C:32]1=[O:33])=[N+:23]=[N-:24]. Procedure details: Following the procedure of Example 7 except substituting for the indicated 7-phenylacetamido-8-oxo-2,2-dimethyl-3-oxa-1-azabicyclo[4.2.0]octane the 7-azido-8-oxo-2,2-dimethyl-3-oxa-1-azabicyclo[4.2.0]octane, the title compound is obtained. Product: N(=[N+]=[N-])C1C(NC1CCO)=O (3-azido-4-(2-hydroxyethyl)-2-azetidinone).